This data is from the Open Reaction Database (ORD), a public repository of structured organic reaction records. The task is: describe an organic reaction: reactants, conditions, products, and yield Starting materials: ClC1=CC2=C(N(C(N2C)=NC2=CC=C(C=C2)O)CC2=CC=C(C(=O)OC)C=C2)C=C1Cl (Methyl 4-[(5,6-dichloro-2-{[4-(hydroxy)-phenyl]imino}-3-methyl-2,3-dihydro-1H-benzimidazol-1-yl)methyl]benzoate), C1(CCCC1)O (cyclopentanol), CC(C)OC(=O)/N=N/C(=O)OC(C)C (DIAD), C1=CC=C(C=C1)P(C2=CC=CC=C2)C3=CC=CC=C3 (Ph3P). The solvent is C(Cl)Cl (CH2Cl2). Conditions: time 16 hour. Product: ClC1=CC2=C(N(C(N2C)=NC2=CC=C(C=C2)OC2CCCC2)CC2=CC=C(C(=O)OC)C=C2)C=C1Cl (Methyl 4-[(5,6-dichloro-2-{[4-(cyclopentyloxy)-phenyl]imino}-3-methyl-2,3-dihydro-1H-benzimidazol-1-yl)methyl]benzoate). Reaction SMILES: [Cl:1][C:2]1[C:30]([Cl:31])=[CH:29][C:5]2[N:6]([CH2:18][C:19]3[CH:28]=[CH:27][C:22]([C:23]([O:25][CH3:26])=[O:24])=[CH:21][CH:20]=3)[C:7](=[N:10][C:11]3[CH:16]=[CH:15][C:14]([OH:17])=[CH:13][CH:12]=3)[N:8]([CH3:9])[C:4]=2[CH:3]=1.[CH:32]1(O)[CH2:36][CH2:35][CH2:34][CH2:33]1.CC(OC(/N=N/C(OC(C)C)=O)=O)C.C1C=CC(P(C2C=CC=CC=2)C2C=CC=CC=2)=CC=1>C(Cl)Cl>[Cl:1][C:2]1[C:30]([Cl:31])=[CH:29][C:5]2[N:6]([CH2:18][C:19]3[CH:28]=[CH:27][C:22]([C:23]([O:25][CH3:26])=[O:24])=[CH:21][CH:20]=3)[C:7](=[N:10][C:11]3[CH:16]=[CH:15][C:14]([O:17][CH:32]4[CH2:36][CH2:35][CH2:34][CH2:33]4)=[CH:13][CH:12]=3)[N:8]([CH3:9])[C:4]=2[CH:3]=1. Procedure details: To the title compound of Example 20, Step A (0.03 mmol, 14 mg) in CH2Cl2 (0.6 mL) was added cyclopentanol (0.08 mmol, 7 μL), DIAD (0.06 mmol, 12 μL) and Ph3P (0.06 mmol, 16 mg). The reaction mixture was allowed to stand at ambient temperature for 16 h, then purified by chromatography on silica eluting with 10% and 25% EtOAc in hexanes to afford the product as a white solid. LC-MS (ESI, Method B): 2.12 min, m/z 524.2 (M+1).